Dataset: the Open Reaction Database (ORD), a public repository of structured organic reaction records. Task: describe an organic reaction: reactants, conditions, products, and yield Product: BrC=1C=CC2=C(C(C3=C(CC2)C=CC(=C3)S(N(C)C)(=O)=O)=O)C1 (3-bromo-7-dimethylsulfamoyl-10,11-dihydro-5H-dibenzo[a,d]cyclohepten-5-one). Starting materials: BrC=1C=CC2=C(C(C3=C(CC2)C=CC(=C3)S(=O)(=O)F)=O)C1 (3-Bromo-7-fluorosulfonyl-10,11-dihydro-5H-dibenzo[a,d]cyclohepten-5-one), CNC (dimethylamine). Run in O1CCOCC1 (p-dioxane). RXN SMILES: [Br:1][C:2]1[CH:3]=[CH:4][C:5]2[CH2:11][CH2:10][C:9]3[CH:12]=[CH:13][C:14]([S:16](F)(=[O:18])=[O:17])=[CH:15][C:8]=3[C:7](=[O:20])[C:6]=2[CH:21]=1.[CH3:22][NH:23][CH3:24]>O1CCOCC1>[Br:1][C:2]1[CH:3]=[CH:4][C:5]2[CH2:11][CH2:10][C:9]3[CH:12]=[CH:13][C:14]([S:16](=[O:18])(=[O:17])[N:23]([CH3:24])[CH3:22])=[CH:15][C:8]=3[C:7](=[O:20])[C:6]=2[CH:21]=1. Procedure details: 3-Bromo-7-fluorosulfonyl-10,11-dihydro-5H-dibenzo[a,d]cyclohepten-5-one (2.5 g., 0.00677 mole) together with 30 ml. of 25% aqueous dimethylamine and 30 ml. of p-dioxane is heated to refluxing for 3 hours. The brown solution is evaporated to dryness under reduced pressure and the residue partitioned between benzene and water. After washing with water, the benzene layer is evaporated to dryness under reduced pressure, leaving 3-bromo-7-dimethylsulfamoyl-10,11-dihydro-5H-dibenzo[a,d]cyclohepten-5-o...